This data is from the Open Reaction Database (ORD), a public repository of structured organic reaction records. The task is: describe an organic reaction: reactants, conditions, products, and yield Reactants: COC1=CC=C(C(=O)C2=CNC3=CC=CC=C23)C=C1 (3-(p-methoxybenzoyl)indole), Cl.N1=CC=CC=C1 (pyridine hydrochloride), Cl (hydrochloric acid). Product: OC1=CC=C(C(=O)C2=CNC3=CC=CC=C23)C=C1 (3-(p-hydroxybenzoyl)indole). RXN SMILES: C[O:2][C:3]1[CH:19]=[CH:18][C:6]([C:7]([C:9]2[C:17]3[C:12](=[CH:13][CH:14]=[CH:15][CH:16]=3)[NH:11][CH:10]=2)=[O:8])=[CH:5][CH:4]=1.Cl.N1C=CC=CC=1.Cl>>[OH:2][C:3]1[CH:4]=[CH:5][C:6]([C:7]([C:9]2[C:17]3[C:12](=[CH:13][CH:14]=[CH:15][CH:16]=3)[NH:11][CH:10]=2)=[O:8])=[CH:18][CH:19]=1 |f:1.2|. Reported procedure: 1 g of compound 1 and 3 g of pyridine hydrochloride were heated at 215° C. for 1 hour in a nitrogen atmosphere. After the mixture was cool,1.5 N hydrochloric acid was added thereto and then the supernatant was removed by centrifugation. The precipitate was dissolved in methanol which contains 10% of aqueous solution of sodium hydroxide, followed by filtering out the resulting precipitate. The obtained solution was acidified to give a crude product. The crude product was recrystallized from ethyl... Reactants: (E)-3-(4-bromophenyl)-1-((S)-2-((pyrrolidin-1-yl)methyl)pyrrolidin-1-yl)propenone, C(C(C)C)C1=CC=C(C=C1)/C(=C/C(=O)O)/C ((E)-3-(4-(Isobutyl)phenyl)but-2-enoic acid), N1[C@@H](CCC1)CN1CCCCC1 (1-(((S)-pyrrolidin-2-yl)methyl)piperidine). Reported procedure: 130 mg of the title compound were synthesized as described for (E)-3-(4-bromophenyl)-1-((S)-2-((pyrrolidin-1-yl)methyl)pyrrolidin-1-yl)propenone, using (E)-3-(4-(Isobutyl)phenyl)but-2-enoic acid instead of (E)-4-bromocinnamic acid and 1-(((S)-pyrrolidin-2-yl)methyl)piperidine instead of (S)-2-((pyrrolidin-1-yl)methyl)pyrrolidine. Yields the product C(C(C)C)C1=CC=C(C=C1)/C(=C/C(=O)N1[C@@H](CCC1)CN1CCCCC1)/C ((E)-3-(4-(Isobutyl)phenyl)-1-((S)-2-((piperidin-1-yl)methyl)pyrrolidin-1-yl)but-2-en-1-one). Reaction SMILES: [CH2:1]([C:5]1[CH:10]=[CH:9][C:8](/[C:11](/[CH3:16])=[CH:12]/[C:13]([OH:15])=O)=[CH:7][CH:6]=1)[CH:2]([CH3:4])[CH3:3].[NH:17]1[CH2:21][CH2:20][CH2:19][C@H:18]1[CH2:22][N:23]1[CH2:28][CH2:27][CH2:26][CH2:25][CH2:24]1>>[CH2:1]([C:5]1[CH:6]=[CH:7][C:8](/[C:11](/[CH3:16])=[CH:12]/[C:13]([N:17]2[CH2:21][CH2:20][CH2:19][C@H:18]2[CH2:22][N:23]2[CH2:28][CH2:27][CH2:26][CH2:25][CH2:24]2)=[O:15])=[CH:9][CH:10]=1)[CH:2]([CH3:3])[CH3:4]. Reactants: C(C)(=O)N1C(N(CC1)C)C=1C=C(C(=NC1)C(=O)OC)C(=O)OC (dimethyl 5-(1-acetyl-3-methyl-2-imidazolidinyl)pyridine-2,3-dicarboxylate), NC(C(=O)N)(C(C)C)C (2-amino-2,3-dimethylbutyramide), CC(C)([O-])C.[K+] (potassium tert-butoxide). Run in C1(=CC=CC=C1)C (toluene). Reaction conditions: time 2 hour. Yields the product [NH4+].C(C)(=O)N1C(N(CC1)C)C=1C=NC(=C(C(=O)[O-])C1)C=1NC(C(N1)(C)C(C)C)=O (5-(1-Acetyl-3-methyl-2-imidazolidinyl)-2-(4-isopropyl-4-methyl-5-oxo-2-imidazolin-2-yl)nicotinic acid ammonium salt). Yield: 213.5%. RXN SMILES: [C:1]([N:4]1[CH2:8][CH2:7][N:6]([CH3:9])[CH:5]1[C:10]1[CH:11]=[C:12]([C:20]([O:22]C)=[O:21])[C:13]([C:16](OC)=O)=[N:14][CH:15]=1)(=[O:3])[CH3:2].[NH2:24][C:25]([CH3:32])([CH:29]([CH3:31])[CH3:30])[C:26]([NH2:28])=[O:27].CC(C)([O-])C.[K+]>C1(C)C=CC=CC=1>[NH4+:4].[C:1]([N:4]1[CH2:8][CH2:7][N:6]([CH3:9])[CH:5]1[C:10]1[CH:15]=[N:14][C:13]([C:16]2[NH:28][C:26](=[O:27])[C:25]([CH:29]([CH3:31])[CH3:30])([CH3:32])[N:24]=2)=[C:12]([CH:11]=1)[C:20]([O-:22])=[O:21])(=[O:3])[CH3:2] |f:2.3,5.6|. Reported procedure: To a stirred solution of dimethyl 5-(1-acetyl-3-methyl-2-imidazolidinyl)pyridine-2,3-dicarboxylate (0.70 g, 0.0022 mol), and 2-amino-2,3-dimethylbutyramide (0.28 g, 0.0022 mol) in toluene (10 mL) is added potassium tert-butoxide (0.49 g, 0.0044 mol). The resulting mixture is stirred for 2 hours at 80° C. to 90° C. After cooling to room temperature, the reaction is quenched by the addition of water (15 mL) and ammonium chloride (0.25 g). The layers are separated, the aqueous solution concentrated... Reactants: FC1=CC=C(C=C1)N=C=S (4-Fluorophenyl isothiocyanate), CN=C=O (methyl isocyanate), Cl (HCl), [O-][Mn](=O)(=O)=O.[K+] (KMnO4). The product is FC1=CC=C(C=C1)N1C(N(SC1=O)C)=O (4-(4-Fluorophenyl)-2-methyl-1,2,4-thiadiazolidine-3,5-dione). RXN SMILES: [F:1][C:2]1[CH:7]=[CH:6][C:5]([N:8]=[C:9]=[S:10])=[CH:4][CH:3]=1.Cl.[O-:12][Mn](=O)(=O)=O.[K+].[CH3:18][N:19]=[C:20]=[O:21]>>[F:1][C:2]1[CH:7]=[CH:6][C:5]([N:8]2[C:9](=[O:12])[S:10][N:19]([CH3:18])[C:20]2=[O:21])=[CH:4][CH:3]=1 |f:2.3|. Reported procedure: Reagents: 4-Fluorophenyl isothiocyanate (1.1 g, 6.5 mmol), 35% HCl (3.1 ml), KMnO4 (0.5 g), methyl isocyanate (0.38 ml, 6.5 mmol). Starting materials: OC1CCNCC1 (4-Hydroxy-piperidine), BrCCCCCBr (1,5-dibromopentane), FC1=CC=C(C=C1)CC(=O)Cl ((4-fluoro-phenyl)-acetyl chloride), C(C)NCC (diethylamine). Yields the product C(C)N(CCCCCOC1CCN(CC1)C(CC1=CC=C(C=C1)F)=O)CC (1-[4-(5-Diethylamino-pentyloxy)-piperidin-1-yl]-2-(4-fluoro-phenyl)-ethanone). As a reaction SMILES: [OH:1][CH:2]1[CH2:7][CH2:6][NH:5][CH2:4][CH2:3]1.Br[CH2:9][CH2:10][CH2:11][CH2:12][CH2:13]Br.[F:15][C:16]1[CH:21]=[CH:20][C:19]([CH2:22][C:23](Cl)=[O:24])=[CH:18][CH:17]=1.[CH2:26]([NH:28][CH2:29][CH3:30])[CH3:27]>>[CH2:26]([N:28]([CH2:29][CH3:30])[CH2:9][CH2:10][CH2:11][CH2:12][CH2:13][O:1][CH:2]1[CH2:7][CH2:6][N:5]([C:23](=[O:24])[CH2:22][C:19]2[CH:20]=[CH:21][C:16]([F:15])=[CH:17][CH:18]=2)[CH2:4][CH2:3]1)[CH3:27]. Procedure: In analogy to example 1.2a, 1.3, 1.4 and 1.5, reaction of 4-Hydroxy-piperidine with 1,5-dibromopentane, (4-fluoro-phenyl)-acetyl chloride and diethylamine yielded 1-[4-(5-Diethylamino-pentyloxy)-piperidin-1-yl]-2-(4-fluoro-phenyl)-ethanone, MS: 379 (MH+). The reactants are CCCCC1CN(Cc2ccc(O)cc2)C(=O)C1CN(C=O)OCc1ccccc1, CO. Product: CCCCC1CN(Cc2ccc(O)cc2)C(=O)C1CN(O)C=O. Reaction SMILES: [CH2:1]([c:2]1[cH:3][cH:4][cH:5][cH:6][cH:7]1)[O:8][N:9]([CH:10]=[O:11])[CH2:12][CH:13]1[C:14](=[O:30])[N:15]([CH2:22][c:23]2[cH:24][cH:25][c:26]([OH:29])[cH:27][cH:28]2)[CH2:16][CH:17]1[CH2:18][CH2:19][CH2:20][CH3:21].[CH3:31][OH:32]>>[OH:8][N:9]([CH:10]=[O:11])[CH2:12][CH:13]1[C:14](=[O:30])[N:15]([CH2:22][c:23]2[cH:24][cH:25][c:26]([OH:29])[cH:27][cH:28]2)[CH2:16][CH:17]1[CH2:18][CH2:19][CH2:20][CH3:21]. Reactants: CN1C=NC(=C1)S(=O)(=O)Cl (1-methylimidazole-4-sulfonyl chloride), ice water, O1CCN(CC1)CCCN (3-morpholinopropylamine), ClCCl (dichloromethane). Run in C(C)#N (acetonitrile), C(C)#N (acetonitrile). Reaction conditions: time 6 hour. The product is O1CCN(CC1)CCCNS(=O)(=O)C=1N=CN(C1)C (N-(3-Morpholinopropyl)-1-methyl-4-imidazolesulfonamide). Reaction SMILES: [CH3:1][N:2]1[CH:6]=[C:5]([S:7](Cl)(=[O:9])=[O:8])[N:4]=[CH:3]1.[O:11]1[CH2:16][CH2:15][N:14]([CH2:17][CH2:18][CH2:19][NH2:20])[CH2:13][CH2:12]1.ClCCl>C(#N)C>[O:11]1[CH2:16][CH2:15][N:14]([CH2:17][CH2:18][CH2:19][NH:20][S:7]([C:5]2[N:4]=[CH:3][N:2]([CH3:1])[CH:6]=2)(=[O:9])=[O:8])[CH2:13][CH2:12]1. Procedure details: A solution of 30 g (0.17 mol) of 1-methylimidazole-4-sulfonyl chloride from Example C-1 in 150 ml of acetonitrile is added dropwise to a solution of 24 ml (0.17 mol) of 3-morpholinopropylamine in 50 ml of acetonitrile (or dichloromethane). The temperature of the reaction mixture is kept at room temperature or below by external cooling with ice-water. Stirring is continued for 6 h at room temperature. The precipitate deposited is filtered off with suction and recrystallized from acetonitrile in o... Starting materials: FC=1C=C2C(C(=CN(C2=C(C1F)F)CCF)C(=O)O)=O (6,7,8-trifluoro-1-(2-fluoroethyl)-1,4-dihydro-4-oxo-3-quinolinecarboxylic acid), C1(CC1)NC[C@H]1CNC[C@H]1F ((3R,4S)-3-cyclopropylaminomethyl-4-fluoropyrrolidine). Yields the product C1(CC1)NC[C@H]1CN(C[C@H]1F)C1=C(C=C2C(C(=CN(C2=C1F)CCF)C(=O)O)=O)F (7-[(3S,4S)-3-cyclopropylaminomethyl-4-fluoro-1-pyrrolidinyl]-6,8-difluoro-1-(2-fluoroethyl)-1,4-dihydro-4-oxo-3-quinolinecarboxylic acid). The yield is 33.2%. RXN SMILES: [F:1][C:2]1[CH:3]=[C:4]2[C:9](=[C:10]([F:13])[C:11]=1F)[N:8]([CH2:14][CH2:15][F:16])[CH:7]=[C:6]([C:17]([OH:19])=[O:18])[C:5]2=[O:20].[CH:21]1([NH:24][CH2:25][C@@H:26]2[C@H:30]([F:31])[CH2:29][NH:28][CH2:27]2)[CH2:23][CH2:22]1>>[CH:21]1([NH:24][CH2:25][C@@H:26]2[C@H:30]([F:31])[CH2:29][N:28]([C:11]3[C:10]([F:13])=[C:9]4[C:4]([C:5](=[O:20])[C:6]([C:17]([OH:19])=[O:18])=[CH:7][N:8]4[CH2:14][CH2:15][F:16])=[CH:3][C:2]=3[F:1])[CH2:27]2)[CH2:23][CH2:22]1. Reported procedure: Using 6,7,8-trifluoro-1-(2-fluoroethyl)-1,4-dihydro-4-oxo-3-quinolinecarboxylic acid (200 mg) and (3R,4S)-3-cyclopropylaminomethyl-4-fluoropyrrolidine (120 mg), the same procedure was followed as in Example 23 to give 7-[(3S,4S)-3-cyclopropylaminomethyl-4-fluoro-1-pyrrolidinyl]-6,8-difluoro-1-(2-fluoroethyl)-1,4-dihydro-4-oxo-3-quinolinecarboxylic acid as pale yellow crystals (98.0 mg). Reactants: cuprous iodide, C(C)NCC (diethylamine), C(C#C)O (propargyl alcohol), solution, BrC1=CC=C(C(=O)OCC)C=C1 (ethyl p-bromobenzoate). The reagents and catalysts are C=1C=CC(=CC1)[P](C=2C=CC=CC2)(C=3C=CC=CC3)[Pd]([P](C=4C=CC=CC4)(C=5C=CC=CC5)C=6C=CC=CC6)([P](C=7C=CC=CC7)(C=8C=CC=CC8)C=9C=CC=CC9)[P](C=1C=CC=CC1)(C=1C=CC=CC1)C=1C=CC=CC1 (tetrakis(triphenylphosphine)palladium). Solvent: C1=CC=CC=C1 (benzene). Run at time 1 hour. Product: OCC#CC1=CC=C(C(=O)OCC)C=C1 (Ethyl 4-(3-hydroxy-1-propynyl)benzoate). Yield: 34.8%. Reaction SMILES: Br[C:2]1[CH:12]=[CH:11][C:5]([C:6]([O:8][CH2:9][CH3:10])=[O:7])=[CH:4][CH:3]=1.[CH2:13]([OH:16])[C:14]#[CH:15].C(NCC)C>C1C=CC=CC=1.C1C=CC([P]([Pd]([P](C2C=CC=CC=2)(C2C=CC=CC=2)C2C=CC=CC=2)([P](C2C=CC=CC=2)(C2C=CC=CC=2)C2C=CC=CC=2)[P](C2C=CC=CC=2)(C2C=CC=CC=2)C2C=CC=CC=2)(C2C=CC=CC=2)C2C=CC=CC=2)=CC=1>[OH:16][CH2:13][C:14]#[C:15][C:2]1[CH:12]=[CH:11][C:5]([C:6]([O:8][CH2:9][CH3:10])=[O:7])=[CH:4][CH:3]=1 |^1:31,33,52,71|. Procedure: 2.5 g of tetrakis(triphenylphosphine)palladium (0) was added to 50 ml of a solution of 10 g of ethyl p-bromobenzoate in benzene at room temperture. The obtained mixture was stirred at that temperature for one hour, followed by the addition thereto of 2.5 g of propargyl alcohol, 0.84 g of cuprous iodide and 19 g of diethylamine. The obtained mixture was stirred at room temperature for 26 hours and filtered through Celite. Water (50 ml) was added to the filtrate and the obtained mixture was extrac...